From a dataset of the Open Reaction Database (ORD), a public repository of structured organic reaction records. describe an organic reaction: reactants, conditions, products, and yield Solvent: O (water). The yield is 56.0%. RXN SMILES: [F:1][C:2]1[C:11]([F:12])=[CH:10][C:9]2[C:13](=[O:21])[C:14]([C:16]([O:18][CH2:19]C)=[O:17])=[CH:15][N:7]3[C:8]=2[C:3]=1[CH2:4][CH2:5][NH:6]3.[CH3:22]OS(OC)(=O)=O.C(=O)([O-])[O-].[K+].[K+]>O>[F:1][C:2]1[C:11]([F:12])=[CH:10][C:9]2[C:13](=[O:21])[C:14]([C:16]([O:18][CH3:19])=[O:17])=[CH:15][N:7]3[C:8]=2[C:3]=1[CH2:4][CH2:5][N:6]3[CH3:22] |f:2.3.4|. The reactants are C([O-])([O-])=O.[K+].[K+] (potassium carbonate), FC1=C2CCNN3C2=C(C=C1F)C(C(=C3)C(=O)OCC)=O (Ethyl 4,5-Difluoro-2,3-dihydro-7-oxo-1H,7H-pyrido[3,2,1-ij]cinnoline-8-carboxylate), COS(=O)(=O)OC (dimethylsulfate). Conditions: time 30 minute. Reported procedure: To 9.5 g (33 mmol) of pyridocinnoline (5) obtained in Example 1, 95 ml of dimethylsulfate was added, and the mixture was heated at 100° to 120° C. for 8 hours. After air-cooled, the solution was added to 900 ml of water containing 137 g of anhydrous potassium carbonate, and the solution was stirred at room temperature for 30 minutes. The solution was extracted with 800 ml of chloroform and after drying over magnesium sulfate, the solvent was removed by distillation. The residue was purified by s... Yields the product FC1=C2CCN(N3C2=C(C=C1F)C(C(=C3)C(=O)OC)=O)C (Methyl 4,5-Difluoro-2,3-dihydro-1-methyl-7-oxo-1H, 7H-pyrido[3,2,1-ij]cinnoline-8-carboxylate).